Task: describe an organic reaction: reactants, conditions, products, and yield. Dataset: the Open Reaction Database (ORD), a public repository of structured organic reaction records The product is OC1=C(C=C(C=C1)OCC1CO1)C(=O)C (4-Hydroxy-3-methylcarbonyl-1-(2,3-epoxypropoxy) Benzene). Run in CC(=O)C (acetone). Reported procedure: A solution containing 3.00 g (0.020 mole) of 2,5-dihydroxyacetophenone, 3.37 ml (0.040 mole) of epibromhydrine and 5.06 g (0.040 mole) of K2CO3 in 30 ml of acetone are heated for 8 hours under reflux. The solvent is evaporated off, 20 ml of a saturated solution of NaH2PO4 and 120 ml of water are added, and an extraction carried out with ethyl acetate. RXN SMILES: [CH3:1][C:2]([C:4]1[CH:9]=[C:8]([OH:10])[CH:7]=[CH:6][C:5]=1[OH:11])=[O:3].[CH2:12]([CH:14]1[O:16][CH2:15]1)Br.C([O-])([O-])=O.[K+].[K+]>CC(C)=O>[OH:11][C:5]1[CH:6]=[CH:7][C:8]([O:10][CH2:12][CH:14]2[O:16][CH2:15]2)=[CH:9][C:4]=1[C:2]([CH3:1])=[O:3] |f:2.3.4|. Starting materials: CC(=O)C1=C(C=CC(=C1)O)O (2,5-dihydroxyacetophenone), C(Br)C1CO1 (epibromhydrine), C(=O)([O-])[O-].[K+].[K+] (K2CO3). The reactants are ClC=1C=C(C(=NC1)C=1C=NC=CC1)C(=O)OC (Methyl 5-chloro-2,3′-bipyridine-3-carboxylate), [OH-].[K+] (potassium hydroxide), O (water), Cl (HCl). The solvent is O1CCCC1 (tetrahydrofuran), CO (methanol). Run at time 8 hour. Yields the product ClC=1C=C(C(=NC1)C=1C=NC=CC1)C(=O)O (5-chloro-2,3′-bipyridine-3-carboxylic acid), Cl (HCl). As a reaction SMILES: [Cl:1][C:2]1[CH:3]=[C:4]([C:14]([O:16]C)=[O:15])[C:5]([C:8]2[CH:9]=[N:10][CH:11]=[CH:12][CH:13]=2)=[N:6][CH:7]=1.[OH-].[K+].O.[ClH:21]>O1CCCC1.CO>[Cl:1][C:2]1[CH:3]=[C:4]([C:14]([OH:16])=[O:15])[C:5]([C:8]2[CH:9]=[N:10][CH:11]=[CH:12][CH:13]=2)=[N:6][CH:7]=1.[ClH:21] |f:1.2|. Procedure details: To a solution of methyl 5-chloro-2,3′-bipyridine-3-carboxylate (1-2, 0.500 g, 2.01 mmol) in tetrahydrofuran (5 mL) and methanol (5 mL) was added potassium hydroxide (0.200 g, 3.61 mmol) and water (1.25 mL) and the system was stirred at room temperature overnight. The reaction mixture was then neutralized with 6N HCl to a pH of 2.0 and then concentrated in vacuo to afford 5-chloro-2,3′-bipyridine-3-carboxylic acid as a bone powder in the form of a bis HCl salt. ESI+ MS [MH]+C11H7ClN2O2=234.9. To ... The reactants are ClCCC(O)C1=CC=C(C=C1)F (3-chloro-1-(4-fluorophenyl)propanol), C(C)(=O)NC1=CC=C(OCC2OC=CCC2)C=C1 (2-(4-acetamidophenoxymethyl)-3,4-dihydro-2H-pyran). Reagents/catalysts: O=P(Cl)(Cl)Cl (phosphorus oxytrichloride). The solvent is ethereal solution. Product: C(C)(=O)NC1=CC=C(OC[C@H]2CCC[C@@H](O2)OC(CCCl)C2=CC=C(C=C2)F)C=C1 (Trans-6-(4-acetamidophenoxymethyl)-2-[3-chloro-1-(4-fluorophenyl)propoxy]tetrahydropyran). RXN SMILES: [Cl:1][CH2:2][CH2:3][CH:4]([C:6]1[CH:11]=[CH:10][C:9]([F:12])=[CH:8][CH:7]=1)[OH:5].[C:13]([NH:16][C:17]1[CH:30]=[CH:29][C:20]([O:21][CH2:22][CH:23]2[CH2:28][CH2:27][CH:26]=[CH:25][O:24]2)=[CH:19][CH:18]=1)(=[O:15])[CH3:14]>O=P(Cl)(Cl)Cl>[C:13]([NH:16][C:17]1[CH:30]=[CH:29][C:20]([O:21][CH2:22][C@@H:23]2[O:24][C@@H:25]([O:5][CH:4]([C:6]3[CH:7]=[CH:8][C:9]([F:12])=[CH:10][CH:11]=3)[CH2:3][CH2:2][Cl:1])[CH2:26][CH2:27][CH2:28]2)=[CH:19][CH:18]=1)(=[O:15])[CH3:14]. Procedure: A catalytic amount (2 drops) of phosphorus oxytrichloride was added to 10 ml of an ethereal solution containing 277 mg of 3-chloro-1-(4-fluorophenyl)propanol and 330 mg of 2-(4-acetamidophenoxymethyl)-3,4-dihydro-2H-pyran and the mixture was allowed to react at room temperature for 8 days. The precipitated crystals were separated by filtration, giving 240 mg of the isomer of lesser polarity of the title compound, melting at 133°-135° C. Reactants: COCCOC, [Cs+], I[Cu]I, [I-], I, CC(C)CCON=O, Cn1nc(C(=O)NC(CN2CCOCC2)c2ccccc2)c2c1-c1nc(N)ncc1CC2. Product: Cn1nc(C(=O)NC(CN2CCOCC2)c2ccccc2)c2c1-c1nc(I)ncc1CC2. RXN SMILES: [CH2:44]([CH2:45][O:46][CH3:47])[O:48][CH3:49].[Cs+:34].[Cu:50]([I:51])[I:52].[I-:33].[I:35].[N:36]([O:37][CH2:38][CH2:39][CH:40]([CH3:41])[CH3:42])=[O:43].[NH2:1][c:2]1[n:3][c:4]2[c:9]([cH:10][n:11]1)[CH2:8][CH2:7][c:6]1[c:5]-2[n:14]([CH3:15])[n:13][c:12]1[C:16](=[O:17])[NH:18][CH:19]([CH2:20][N:21]1[CH2:22][CH2:23][O:24][CH2:25][CH2:26]1)[c:27]1[cH:28][cH:29][cH:30][cH:31][cH:32]1>>[c:2]1([I:33])[n:3][c:4]2[c:9]([cH:10][n:11]1)[CH2:8][CH2:7][c:6]1[c:5]-2[n:14]([CH3:15])[n:13][c:12]1[C:16](=[O:17])[NH:18][CH:19]([CH2:20][N:21]1[CH2:22][CH2:23][O:24][CH2:25][CH2:26]1)[c:27]1[cH:28][cH:29][cH:30][cH:31][cH:32]1. The reactants are C(=C)[B-](F)(F)F.[K+] (potassium vinyltrifluoroborate), C1=CC=C(C=C1)P(C2=CC=CC=C2)C3=CC=CC=C3 (PPh3), C(=O)([O-])[O-].[Cs+].[Cs+] (Cs2CO3), BrC=1C=CC(=NC1)C(F)F (5-bromo-2-(difluoromethyl)pyridine). Reagents/catalysts: Cl[Pd]Cl (PdCl2). Solvent: C1CCOC1.O (THF H2O), O (water). Reaction conditions: temperature 80 celsius, time 16 hour. The product is FC(C1=NC=C(C=C1)C=C)F (2-(Difluoromethyl)-5-vinylpyridine). The yield is 76.6%. Reaction SMILES: [CH:1]([B-](F)(F)F)=[CH2:2].[K+].C1C=CC(P(C2C=CC=CC=2)C2C=CC=CC=2)=CC=1.C([O-])([O-])=O.[Cs+].[Cs+].Br[C:34]1[CH:35]=[CH:36][C:37]([CH:40]([F:42])[F:41])=[N:38][CH:39]=1>C1COCC1.O.Cl[Pd]Cl.O>[F:41][CH:40]([F:42])[C:37]1[CH:36]=[CH:35][C:34]([CH:1]=[CH2:2])=[CH:39][N:38]=1 |f:0.1,3.4.5,7.8|. Procedure: To a stirred suspension of potassium vinyltrifluoroborate (3.32 g, 24.8 mmol), PdCl2 (0.1 g, 0.56 mmol) and PPh3 (0.45 g, 1.71 mmol) in 60 mL of THF—H2O (9:1) were added Cs2CO3 (20.2 g, 62 mmol) and 5-bromo-2-(difluoromethyl)pyridine (4.3 g, 20.7 mmol). The resulting reaction mixture was heated to 80° C. and stirred for 16 h. After completion of the reaction, the reaction mixture was cooled to room temperature, treated with water and extracted with CH2Cl2. The organic layer was dried over anhydr... The reactants are NC1=NC=CC(=C1N)OC1=CC=C(C2=CC=CC=C12)NC(OC(C)(C)C)=O (tert-butyl 4-(2,3-diaminopyridin-4-yloxy)naphthalen-1-ylcarbamate), FC(C(C(=O)OCC)=O)(F)F (ethyl trifluoropyruvate). Solvent: C(C)O (ethanol). Product: O=C1C(=NC2=C(N1)N=CC=C2OC2=CC=C(C1=CC=CC=C21)NC(OC(C)(C)C)=O)C(F)(F)F (tert-butyl 4-(3-oxo-2-(trifluoromethyl)-3,4-dihydropyrido[2,3-b]pyrazin-8-yloxy)naphthalen-1-ylcarbamate), solid. Yield: 9.0%. As a reaction SMILES: [NH2:1][C:2]1[C:7]([NH2:8])=[C:6]([O:9][C:10]2[C:19]3[C:14](=[CH:15][CH:16]=[CH:17][CH:18]=3)[C:13]([NH:20][C:21](=[O:27])[O:22][C:23]([CH3:26])([CH3:25])[CH3:24])=[CH:12][CH:11]=2)[CH:5]=[CH:4][N:3]=1.[F:28][C:29]([F:38])([F:37])[C:30](=O)[C:31](OCC)=[O:32]>C(O)C>[O:32]=[C:31]1[NH:1][C:2]2[N:3]=[CH:4][CH:5]=[C:6]([O:9][C:10]3[C:19]4[C:14](=[CH:15][CH:16]=[CH:17][CH:18]=4)[C:13]([NH:20][C:21](=[O:27])[O:22][C:23]([CH3:24])([CH3:26])[CH3:25])=[CH:12][CH:11]=3)[C:7]=2[N:8]=[C:30]1[C:29]([F:38])([F:37])[F:28]. Reported procedure: To tert-butyl 4-(2,3-diaminopyridin-4-yloxy)naphthalen-1-ylcarbamate (1.00 g, 2.73 mmol) dissolved in 20 mL of anhydrous ethanol under argon and at reflux was added the ethyl trifluoropyruvate (697 mg, 0.50 mL, 4.10 mmol). The reaction mixture was stirred at reflux for 3 hours. After cooling at RT, a precipitate was formed, filtered off and rinsed with Et2O. tert-butyl 4-(3-oxo-2-(trifluoromethyl)-3,4-dihydropyrido[2,3-b]pyrazin-8-yloxy)naphthalen-1-ylcarbamate was obtained as a white solid (116... Starting materials: [H-].COCCO[Al+]OCCOC.[Na+].[H-] (sodium bis (2-methoxy-ethoxy)aluminum hydride), CO (methanol), C1(CCCC1)OC=1C=C(CNC2=NNC=C2C(=O)OCC)C=CC1OC (ethyl 3- (3-cyclopentyloxy-4-methoxybenzyl-amino)pyrazole-4-carboxylate), [H-].COCCO[Al+]OCCOC.[Na+].[H-] (sodium bis (2-methoxyethoxy)aluminum hydride), solution. The solvent is O (water), C1CCOC1 (THF), C1(=CC=CC=C1)C (toluene). Conditions: time 3 hour. Yields the product C1(CCCC1)OC=1C=C(CNC2=NNC=C2C)C=CC1OC (3-(3-cyclopentyloxy-4-methoxybenzylamino)-4-methylpyrazole). Yield: 37.6%. As a reaction SMILES: [CH:1]1([O:6][C:7]2[CH:8]=[C:9]([CH:22]=[CH:23][C:24]=2[O:25][CH3:26])[CH2:10][NH:11][C:12]2[C:16]([C:17](OCC)=O)=[CH:15][NH:14][N:13]=2)[CH2:5][CH2:4][CH2:3][CH2:2]1.[H-].COCCO[Al+]OCCOC.[Na+].[H-].CO>C1COCC1.C1(C)C=CC=CC=1.O>[CH:1]1([O:6][C:7]2[CH:8]=[C:9]([CH:22]=[CH:23][C:24]=2[O:25][CH3:26])[CH2:10][NH:11][C:12]2[C:16]([CH3:17])=[CH:15][NH:14][N:13]=2)[CH2:2][CH2:3][CH2:4][CH2:5]1 |f:1.2.3.4|. Procedure details: A stirred solution of ethyl 3-(3-cyclopentyloxy-4-methoxybenzylamino-pyrazole-4-carboxylate) (from EXAMPLE 12) (5.4 g, 0.015 mol) in THF (50 mL) at 0° was treated with sodium bis (2-methoxyethoxy)aluminum hydride (0.03 mole), 9 mL of 3.4M solution in toluene. After 3 hours, another 9 mL portion of the sodium bis (2-methoxy-ethoxy)aluminum hydride solution (0.03 mol) was added. The reaction was stirred overnight at room temperature and methanol (20 mL) was added. The reaction mixture was diluted ... Reactants: C=CCOC(=O)C(Cc1ccc(N(C(=O)C(=O)OC(C)(C)C)c2ccccc2C(=O)OC(c2ccccc2)c2ccccc2)c(CC)c1)NC(C)=O, C1COCCN1, ClCCl, c1ccc(P(c2ccccc2)(c2ccccc2)[Pd](P(c2ccccc2)(c2ccccc2)c2ccccc2)(P(c2ccccc2)(c2ccccc2)c2ccccc2)P(c2ccccc2)(c2ccccc2)c2ccccc2)cc1. Product: CCc1cc(CC(NC(C)=O)C(=O)O)ccc1N(C(=O)C(=O)OC(C)(C)C)c1ccccc1C(=O)OC(c1ccccc1)c1ccccc1. Reaction SMILES: [C:1]([CH3:2])(=[O:3])[NH:4][CH:5]([CH2:6][c:7]1[cH:8][c:9]([CH2:45][CH3:46])[c:10]([N:11]([c:12]2[c:13]([C:14](=[O:15])[O:16][CH:17]([c:18]3[cH:19][cH:20][cH:21][cH:22][cH:23]3)[c:24]3[cH:25][cH:26][cH:27][cH:28][cH:29]3)[cH:30][cH:31][cH:32][cH:33]2)[C:34]([C:35](=[O:36])[O:37][C:38]([CH3:39])([CH3:40])[CH3:41])=[O:42])[cH:43][cH:44]1)[C:47](=[O:48])[O:49][CH2:50][CH:51]=[CH2:52].[CH2:53]1[NH:54][CH2:55][CH2:56][O:57][CH2:58]1.[Cl:59][CH2:60][Cl:61].[cH:62]1[cH:63][cH:64][c:65]([P:66]([Pd:67]([P:68]([c:69]2[cH:70][cH:71][cH:72][cH:73][cH:74]2)([c:75]2[cH:76][cH:77][cH:78][cH:79][cH:80]2)[c:81]2[cH:82][cH:83][cH:84][cH:85][cH:86]2)([P:87]([c:88]2[cH:89][cH:90][cH:91][cH:92][cH:93]2)([c:94]2[cH:95][cH:96][cH:97][cH:98][cH:99]2)[c:100]2[cH:101][cH:102][cH:103][cH:104][cH:105]2)[P:106]([c:107]2[cH:108][cH:109][cH:110][cH:111][cH:112]2)([c:113]2[cH:114][cH:115][cH:116][cH:117][cH:118]2)[c:119]2[cH:120][cH:121][cH:122][cH:123][cH:124]2)([c:125]2[cH:126][cH:127][cH:128][cH:129][cH:130]2)[c:131]2[cH:132][cH:133][cH:134][cH:135][cH:136]2)[cH:137][cH:138]1>>[C:1]([CH3:2])(=[O:3])[NH:4][CH:5]([CH2:6][c:7]1[cH:8][c:9]([CH2:45][CH3:46])[c:10]([N:11]([c:12]2[c:13]([C:14](=[O:15])[O:16][CH:17]([c:18]3[cH:19][cH:20][cH:21][cH:22][cH:23]3)[c:24]3[cH:25][cH:26][cH:27][cH:28][cH:29]3)[cH:30][cH:31][cH:32][cH:33]2)[C:34]([C:35](=[O:36])[O:37][C:38]([CH3:39])([CH3:40])[CH3:41])=[O:42])[cH:43][cH:44]1)[C:47](=[O:48])[OH:49].